Dataset: the Open Reaction Database (ORD), a public repository of structured organic reaction records. Task: describe an organic reaction: reactants, conditions, products, and yield Starting materials: Cc1cccnc1NS(=O)(=O)c1ccc(CCBr)cc1, CCO, CC(=O)O, [K+], [OH-], O, Oc1ccc(O)cc1. Yields the product C=Cc1ccc(S(=O)(=O)Nc2ncccc2C)cc1. RXN SMILES: [Br:1][CH2:2][CH2:3][c:4]1[cH:5][cH:6][c:7]([S:10](=[O:11])(=[O:12])[NH:13][c:14]2[n:15][cH:16][cH:17][cH:18][c:19]2[CH3:20])[cH:8][cH:9]1.[CH3:32][CH2:33][OH:34].[CH3:35][C:36](=[O:37])[OH:38].[K+:22].[OH-:21].[OH2:31].[OH:23][c:24]1[cH:25][cH:26][c:27]([OH:28])[cH:29][cH:30]1>>[CH2:2]=[CH:3][c:4]1[cH:5][cH:6][c:7]([S:10](=[O:11])(=[O:12])[NH:13][c:14]2[n:15][cH:16][cH:17][cH:18][c:19]2[CH3:20])[cH:8][cH:9]1. As a reaction SMILES: [Br:1][CH2:2][c:3]1[c:4]([C:21]#[N:22])[n:5][c:6](-[c:11]2[c:12]([CH2:19][CH3:20])[cH:13][cH:14][cH:15][c:16]2[CH2:17][CH3:18])[cH:7][c:8]1[O:9][CH3:10].[CH3:29][NH:30][CH:31]1[CH2:32][CH2:33][CH2:34][c:35]2[cH:36][cH:37][cH:38][cH:39][c:40]21.[CH3:41][CH2:42][CH2:43][CH2:44][CH2:45][CH3:46].[CH3:47][C:48]#[N:49].[K+:23].[K+:24].[O-:25][C:26]([O-:27])=[O:28].[OH2:50]>>[CH2:2]([c:3]1[c:4]([C:21]#[N:22])[n:5][c:6](-[c:11]2[c:12]([CH2:19][CH3:20])[cH:13][cH:14][cH:15][c:16]2[CH2:17][CH3:18])[cH:7][c:8]1[O:9][CH3:10])[N:30]([CH3:29])[CH:31]1[CH2:32][CH2:33][CH2:34][c:35]2[cH:36][cH:37][cH:38][cH:39][c:40]21. Starting materials: CCc1cccc(CC)c1-c1cc(OC)c(CBr)c(C#N)n1, CNC1CCCc2ccccc21, CCCCCC, CC#N, [K+], [K+], O=C([O-])[O-], O. Yields the product CCc1cccc(CC)c1-c1cc(OC)c(CN(C)C2CCCc3ccccc32)c(C#N)n1. The reactants are COC=1C=CC(=CC1)P2(=S)SP(=S)(S2)C=3C=CC(=CC3)OC (Lawesson's Reagent), C1(=CC=CC=C1)C#CC=1C=NC=C(C(=O)N)C1 (5-phenylethynyl-nicotinamide). Solvent: C1(=CC=CC=C1)C (toluene). Conditions: time 48 hour. Product: C1(=CC=CC=C1)C#CC=1C=NC=C(C(=S)N)C1 (5-Phenylethynyl-thionicotinamide). Yield: 40.3%. RXN SMILES: COC1C=CC(P2(SP(C3C=CC(OC)=CC=3)(=S)S2)=[S:10])=CC=1.[C:23]1([C:29]#[C:30][C:31]2[CH:32]=[N:33][CH:34]=[C:35]([CH:39]=2)[C:36]([NH2:38])=O)[CH:28]=[CH:27][CH:26]=[CH:25][CH:24]=1>C1(C)C=CC=CC=1>[C:23]1([C:29]#[C:30][C:31]2[CH:32]=[N:33][CH:34]=[C:35]([CH:39]=2)[C:36]([NH2:38])=[S:10])[CH:28]=[CH:27][CH:26]=[CH:25][CH:24]=1. Procedure: Add Lawesson's Reagent, [2,4-bis(4-methoxyphenyl)-1,3-dithia-2,4-diphosphate -2,4-disulfide], (0.42 g, 1.03 mmol) to a suspension of 5-phenylethynyl-nicotinamide (0.12 g, 0.52 mmol) in toluene (3 mL) and stir for 48 h. Concentrate the reaction mixture and purify the residue by silica gel chromatography, eluting with 10:90 to 60:40 with ethyl acetate:hexanes, to give the title compound as a pale yellow solid (0.05 g, 40%). Product: CC1=CC(C)CC2(CCC(C)C2=O)C1. Reaction SMILES: [CH2:36]1[O:37][CH2:38][CH2:39][CH2:40]1.[CH3:17][C:18]1=[CH:28][CH:27]([CH3:29])[CH2:26][C:20]2([CH2:19]1)[CH2:21][CH2:22][CH2:23][C:24]2=[O:25].[CH3:30][I:31].[CH3:32][C:33](=[O:34])[OH:35].[CH3:8][N:9]1[CH2:10][CH2:11][CH2:12][N:13]([CH3:14])[C:15]1=[O:16].[CH:1]([NH:2][CH:3]([CH3:4])[CH3:5])([CH3:6])[CH3:7]>>[CH3:1][CH:23]1[CH2:22][CH2:21][C:20]2([CH2:19][C:18]([CH3:17])=[CH:28][CH:27]([CH3:29])[CH2:26]2)[C:24]1=[O:25]. The reactants are C1CCOC1, CC1=CC(C)CC2(CCCC2=O)C1, CI, CC(=O)O, CN1CCCN(C)C1=O, CC(C)NC(C)C. Reaction SMILES: [CH2:1]([CH3:2])[O:3][C:4]([c:5]1[cH:6][c:7]([C:18]([N:19]([CH2:20][CH2:21][CH3:22])[CH3:23])=[O:24])[cH:8][c:9]([C:11]([N:12]([CH2:13][CH2:14][CH3:15])[CH3:16])=[O:17])[cH:10]1)=[O:25].[CH2:28]1[O:29][CH2:30][CH2:31][CH2:32]1.[Li+:26].[OH-:27].[OH2:33]>>[O:3]=[C:4]([c:5]1[cH:6][c:7]([C:18]([N:19]([CH2:20][CH2:21][CH3:22])[CH3:23])=[O:24])[cH:8][c:9]([C:11]([N:12]([CH2:13][CH2:14][CH3:15])[CH3:16])=[O:17])[cH:10]1)[OH:25]. Product: CCCN(C)C(=O)c1cc(C(=O)O)cc(C(=O)N(C)CCC)c1. Reactants: CCCN(C)C(=O)c1cc(C(=O)OCC)cc(C(=O)N(C)CCC)c1, C1CCOC1, [Li+], [OH-], O.